Dataset: the Open Reaction Database (ORD), a public repository of structured organic reaction records. Task: describe an organic reaction: reactants, conditions, products, and yield The reactants are CI, CC(C)=O, CC(C)=CCOc1nsnc1-c1cccnc1. Yields the product CC(C)=CCOc1nsnc1-c1ccc[n+](C)c1, [I-]. RXN SMILES: [CH3:1][I:2].[CH3:20][C:21](=[O:22])[CH3:23].[CH3:3][C:4](=[CH:5][CH2:6][O:7][c:8]1[n:9][s:10][n:11][c:12]1-[c:13]1[cH:14][n:15][cH:16][cH:17][cH:18]1)[CH3:19]>>[CH3:1][n+:15]1[cH:14][c:13](-[c:12]2[c:8]([O:7][CH2:6][CH:5]=[C:4]([CH3:3])[CH3:19])[n:9][s:10][n:11]2)[cH:18][cH:17][cH:16]1.[I-:2]. Reported procedure: To a solution of ethyl 2-(7-(dicyclopropylcarbamoyl)-6-ethyl-1-methyl-1,6-dihydroimidazo[4,5-d]pyrrolo[2,3-b]pyridin-4-ylamino)thiazole-5-carboxylate (example 19, 14.6 mg, 0.030 mmol) in EtOH (296 μL) was added 1 N NaOH aqueous solution (296 μL). The reaction mixture was stirred at rt 3 h and stirred at 50° C. 18 h. After cooling to room temperature, ethanol was removed by concentration in vacuo. The residue was acidified with 1 N HCl and the solid product was collected by filtration. 2-(7-(Dicy... Run in CCO (EtOH). The reactants are C1(CC1)N(C(=O)C1=CC=2C(=NC(=C3C2N(C=N3)C)NC=3SC(=CN3)C(=O)OCC)N1CC)C1CC1 (ethyl 2-(7-(dicyclopropylcarbamoyl)-6-ethyl-1-methyl-1,6-dihydroimidazo[4,5-d]pyrrolo[2,3-b]pyridin-4-ylamino)thiazole-5-carboxylate), [OH-].[Na+] (NaOH). Reaction SMILES: [CH:1]1([N:4]([CH:33]2[CH2:35][CH2:34]2)[C:5]([C:7]2[N:30]([CH2:31][CH3:32])[C:10]3=[N:11][C:12]([NH:19][C:20]4[S:21][C:22]([C:25]([O:27]CC)=[O:26])=[CH:23][N:24]=4)=[C:13]4[N:17]=[CH:16][N:15]([CH3:18])[C:14]4=[C:9]3[CH:8]=2)=[O:6])[CH2:3][CH2:2]1.[OH-].[Na+]>CCO>[CH:33]1([N:4]([CH:1]2[CH2:2][CH2:3]2)[C:5]([C:7]2[N:30]([CH2:31][CH3:32])[C:10]3=[N:11][C:12]([NH:19][C:20]4[S:21][C:22]([C:25]([OH:27])=[O:26])=[CH:23][N:24]=4)=[C:13]4[N:17]=[CH:16][N:15]([CH3:18])[C:14]4=[C:9]3[CH:8]=2)=[O:6])[CH2:34][CH2:35]1 |f:1.2|. Yields the product C1(CC1)N(C(=O)C1=CC=2C(=NC(=C3C2N(C=N3)C)NC=3SC(=CN3)C(=O)O)N1CC)C1CC1 (2-(7-(Dicyclopropylcarbamoyl)-6-ethyl-1-methyl-1,6-dihydroimidazo[4,5-d]pyrrolo[2,3-b]pyridin-4-ylamino)thiazole-5-carboxylic acid). Reaction conditions: time 3 hour. Reactants: [H][H] (hydrogen), [N+](=O)([O-])C1=CC=C(C=C1)CC1=CC=C(C=C1)CC1=CC=C(C=C1)CC1=CC=C(C=C1)CC1=CC=C(C=C1)CC1=CC=C(C=C1)[N+](=O)[O-] (1,1-bis(4-(4-(4-nitrophenylmethyl)phenylmethyl)phenyl)methane), product, O (water), O (water). Reagents/catalysts: [Pd] (Pd-C). Solvent: O1CCCC1 (tetrahydrofuran). Yields the product NC1=CC=C(C=C1)CC1=CC=C(C=C1)CC1=CC=C(C=C1)CC1=CC=C(C=C1)CC1=CC=C(C=C1)CC1=CC=C(C=C1)N (1,1-bis(4-(4-(4-aminophenylmethyl)phenylmethyl)phenyl)methane). Reaction SMILES: [N+:1]([C:4]1[CH:9]=[CH:8][C:7]([CH2:10][C:11]2[CH:16]=[CH:15][C:14]([CH2:17][C:18]3[CH:23]=[CH:22][C:21]([CH2:24][C:25]4[CH:30]=[CH:29][C:28]([CH2:31][C:32]5[CH:37]=[CH:36][C:35]([CH2:38][C:39]6[CH:44]=[CH:43][C:42]([N+:45]([O-])=O)=[CH:41][CH:40]=6)=[CH:34][CH:33]=5)=[CH:27][CH:26]=4)=[CH:20][CH:19]=3)=[CH:13][CH:12]=2)=[CH:6][CH:5]=1)([O-])=O.O.[H][H]>O1CCCC1.[Pd]>[NH2:1][C:4]1[CH:9]=[CH:8][C:7]([CH2:10][C:11]2[CH:12]=[CH:13][C:14]([CH2:17][C:18]3[CH:23]=[CH:22][C:21]([CH2:24][C:25]4[CH:30]=[CH:29][C:28]([CH2:31][C:32]5[CH:37]=[CH:36][C:35]([CH2:38][C:39]6[CH:40]=[CH:41][C:42]([NH2:45])=[CH:43][CH:44]=6)=[CH:34][CH:33]=5)=[CH:27][CH:26]=4)=[CH:20][CH:19]=3)=[CH:15][CH:16]=2)=[CH:6][CH:5]=1. Reported procedure: In a 1-liter three-necked flask equipped with a stirring device and a nitrogen substituting device, 16.4 g of 1,1-bis(4-(4-(4-nitrophenylmethyl)phenylmethyl)phenyl)methane was dissolved in 500 milliliters of tetrahydrofuran, 1.7 g of a Pd-C catalyst (a 5% product, containing 54.8% of water) was added and contacted with hydrogen gas while cooled with water at a normal pressure and then stirred. After absorption of hydrogen was stopped, the catalyst was filtered off and the objective product adher...